Task: describe an organic reaction: reactants, conditions, products, and yield. Dataset: the Open Reaction Database (ORD), a public repository of structured organic reaction records The reactants are O=C1CCC(=O)N1Br, O=C(OOC(=O)c1ccccc1)c1ccccc1, ClC(Cl)(Cl)Cl, Cc1nc(C)c(C)o1. Product: Cc1nc(CBr)oc1C. As a reaction SMILES: [Br:9][N:10]1[C:11](=[O:12])[CH2:13][CH2:14][C:15]1=[O:16].[C:17]([O:18][O:19][C:20](=[O:21])[c:22]1[cH:23][cH:24][cH:25][cH:26][cH:27]1)(=[O:28])[c:29]1[cH:30][cH:31][cH:32][cH:33][cH:34]1.[C:35]([Cl:36])([Cl:37])([Cl:38])[Cl:39].[CH3:1][c:2]1[o:3][c:4]([CH3:8])[c:5]([CH3:7])[n:6]1>>[CH2:1]([c:2]1[o:3][c:4]([CH3:8])[c:5]([CH3:7])[n:6]1)[Br:9]. Starting materials: COCN1C(=O)c2ccc(Oc3cc(OC4CCOC4)cc(C(=O)Nc4cnc(C)cn4)c3)cc2OC1(C)C, ClCCl, O=C(O)C(F)(F)F. The product is Cc1cnc(NC(=O)c2cc(Oc3ccc4c(c3)OC(C)(C)NC4=O)cc(OC3CCOC3)c2)cn1. RXN SMILES: [CH3:8][C:9]1([CH3:46])[O:10][c:11]2[c:12]([cH:19][cH:20][c:21]([O:23][c:24]3[cH:25][c:26]([C:27](=[O:28])[NH:29][c:30]4[n:31][cH:32][c:33]([CH3:36])[n:34][cH:35]4)[cH:37][c:38]([O:40][CH:41]4[CH2:42][O:43][CH2:44][CH2:45]4)[cH:39]3)[cH:22]2)[C:13](=[O:18])[N:14]1[CH2:15][O:16][CH3:17].[Cl:47][CH2:48][Cl:49].[OH:1][C:2]([C:3]([F:4])([F:5])[F:6])=[O:7]>>[CH3:8][C:9]1([CH3:46])[O:10][c:11]2[c:12]([cH:19][cH:20][c:21]([O:23][c:24]3[cH:25][c:26]([C:27](=[O:28])[NH:29][c:30]4[n:31][cH:32][c:33]([CH3:36])[n:34][cH:35]4)[cH:37][c:38]([O:40][CH:41]4[CH2:42][O:43][CH2:44][CH2:45]4)[cH:39]3)[cH:22]2)[C:13](=[O:18])[NH:14]1. Reactants: [Br-], CCCC[Sn](Cl)(CCCC)CCCC, C1CCOC1, CC[Mg+], Cn1cnc(I)c1. The product is CCCC[Sn](CCCC)(CCCC)c1cn(C)cn1. As a reaction SMILES: [Br-:1].[CH2:12]([CH2:13][CH2:14][CH3:15])[Sn:16]([CH2:17][CH2:18][CH2:19][CH3:20])([CH2:21][CH2:22][CH2:23][CH3:24])[Cl:25].[CH2:26]1[O:27][CH2:28][CH2:29][CH2:30]1.[CH2:2]([Mg+:3])[CH3:4].[I:5][c:6]1[n:7][cH:8][n:9]([CH3:11])[cH:10]1>>[c:6]1([Sn:16]([CH2:12][CH2:13][CH2:14][CH3:15])([CH2:17][CH2:18][CH2:19][CH3:20])[CH2:21][CH2:22][CH2:23][CH3:24])[n:7][cH:8][n:9]([CH3:11])[cH:10]1. Reactants: CC(=O)c1cc(N2CCOCC2)ccc1NC(=O)c1ccccc1OCc1ccccc1, [Na+], C1COCCO1, [OH-]. The product is O=C1CC(c2ccccc2OCc2ccccc2)=Nc2ccc(N3CCOCC3)cc21. RXN SMILES: [C:1]([CH3:2])(=[O:3])[c:4]1[c:5]([NH:16][C:17]([c:18]2[c:19]([O:24][CH2:25][c:26]3[cH:27][cH:28][cH:29][cH:30][cH:31]3)[cH:20][cH:21][cH:22][cH:23]2)=[O:32])[cH:6][cH:7][c:8]([N:10]2[CH2:11][CH2:12][O:13][CH2:14][CH2:15]2)[cH:9]1.[Na+:34].[O:35]1[CH2:36][CH2:37][O:38][CH2:39][CH2:40]1.[OH-:33]>>[C:1]1(=[O:3])[CH2:2][C:17]([c:18]2[c:19]([O:24][CH2:25][c:26]3[cH:27][cH:28][cH:29][cH:30][cH:31]3)[cH:20][cH:21][cH:22][cH:23]2)=[N:16][c:5]2[c:4]1[cH:9][c:8]([N:10]1[CH2:11][CH2:12][O:13][CH2:14][CH2:15]1)[cH:7][cH:6]2. The reactants are [BH-](OC(=O)C)(OC(=O)C)OC(=O)C.[Na+] (NaBH(OAc)3), FC(C1=CC2=C(NC(=N2)N2CCN(CC2)C2=NC=CC=C2C(F)(F)F)C(=C1)N)(F)F (5-(Trifluoromethyl)-2-{4-[3-(trifluoromethyl)pyridin-2-yl]piperazin-1-yl}-1H-benzimidazol-7-amine), FC=1C=C(C=O)C=C(C1F)F (3,4,5-trifluoro-benzaldehyde). Run in C(Cl)(Cl)Cl (chloroform). Reaction conditions: time 2 hour. Product: FC=1C=C(CNC2=CC(=CC3=C2NC(=N3)N3CCN(CC3)C3=NC=CC=C3C(F)(F)F)C(F)(F)F)C=C(C1F)F (N-(3,4,5-trifluorobenzyl)-5-(trifluoromethyl)-2-{4-[3-(trifluoromethyl)pyridin-2-yl]piperazin-1-yl}-1H-benzimidazol-7-amine). RXN SMILES: [BH-](OC(C)=O)(OC(C)=O)OC(C)=O.[Na+].[F:15][C:16]([F:44])([F:43])[C:17]1[CH:41]=[C:40]([NH2:42])[C:20]2[NH:21][C:22]([N:24]3[CH2:29][CH2:28][N:27]([C:30]4[C:35]([C:36]([F:39])([F:38])[F:37])=[CH:34][CH:33]=[CH:32][N:31]=4)[CH2:26][CH2:25]3)=[N:23][C:19]=2[CH:18]=1.[F:45][C:46]1[CH:47]=[C:48]([CH:51]=[C:52]([F:55])[C:53]=1[F:54])[CH:49]=O>C(Cl)(Cl)Cl>[F:45][C:46]1[CH:47]=[C:48]([CH:51]=[C:52]([F:55])[C:53]=1[F:54])[CH2:49][NH:42][C:40]1[C:20]2[NH:21][C:22]([N:24]3[CH2:25][CH2:26][N:27]([C:30]4[C:35]([C:36]([F:37])([F:38])[F:39])=[CH:34][CH:33]=[CH:32][N:31]=4)[CH2:28][CH2:29]3)=[N:23][C:19]=2[CH:18]=[C:17]([C:16]([F:15])([F:43])[F:44])[CH:41]=1 |f:0.1|. Reported procedure: NaBH(OAc)3 (211 mg, 1 mmol, Aldrich) was added to a mixture of 5-(trifluoromethyl)-2-{4-[3-(trifluoromethyl)pyridin-2-yl]piperazin-1-yl}-1H-benzimidazol-7-amine (215 mg, 0.5 mmol, Example 58) and 3,4,5-trifluoro-benzaldehyde (88 mg, 0.55 mmol, Aldrich) in chloroform (2 mL) in one portion. The reaction mixture was stirred at room temperature for 2 h and concentrated in vacuo. The residue was dissolved in EtOAc (30 mL), and washed successively with 1 N NaOH (15 mL) and brine (15 mL), dried over Mg... Reactants: CC(=O)O, O=C1CCC(=O)N1Cl, Cc1ncc(-c2ccnc(N)n2)n1C(C)C. Yields the product Cc1ncc(-c2nc(N)ncc2Cl)n1C(C)C. Reaction SMILES: [CH3:25][C:26](=[O:27])[OH:28].[Cl:17][N:18]1[C:19](=[O:20])[CH2:21][CH2:22][C:23]1=[O:24].[NH2:1][c:2]1[n:3][cH:4][cH:5][c:6](-[c:8]2[cH:9][n:10][c:11]([CH3:16])[n:12]2[CH:13]([CH3:14])[CH3:15])[n:7]1>>[NH2:1][c:2]1[n:3][cH:4][c:5]([Cl:17])[c:6](-[c:8]2[cH:9][n:10][c:11]([CH3:16])[n:12]2[CH:13]([CH3:14])[CH3:15])[n:7]1. Starting materials: COCCC(=O)Cl (3-methoxypropionyl chloride), ClC=1C(=C(C=CC1)CNC=1N=C(SC1C(=O)N)N1CCOCC1)C (4-{[(3-chloro-2-methylphenyl)methyl]amino}-2-(4-morpholinyl)-1,3-thiazole-5-carboxamide), Cl (HCl), [OH-].[Na+] (NaOH). Run in COCCOC (1,2-Dimethoxyethane), COCCOC (1,2-Dimethoxyethane). Reaction conditions: time 8 hour. Product: ClC=1C(=C(C=CC1)CN1C(=NC(C2=C1N=C(S2)N2CCOCC2)=O)CCOC)C (4-[(3-chloro-2-methylphenyl)methyl]-5-[2-(methyloxy)ethyl]-2-(4-morpholinyl)[1,3]thiazolo[4,5-d]pyrimidin-7(4H)-one). Reaction SMILES: [CH3:1][O:2][CH2:3][CH2:4][C:5](Cl)=O.[Cl:8][C:9]1[C:10]([CH3:31])=[C:11]([CH2:15][NH:16][C:17]2[N:18]=[C:19]([N:25]3[CH2:30][CH2:29][O:28][CH2:27][CH2:26]3)[S:20][C:21]=2[C:22]([NH2:24])=[O:23])[CH:12]=[CH:13][CH:14]=1.[OH-].[Na+].Cl>COCCOC>[Cl:8][C:9]1[C:10]([CH3:31])=[C:11]([CH2:15][N:16]2[C:17]3[N:18]=[C:19]([N:25]4[CH2:26][CH2:27][O:28][CH2:29][CH2:30]4)[S:20][C:21]=3[C:22](=[O:23])[N:24]=[C:5]2[CH2:4][CH2:3][O:2][CH3:1])[CH:12]=[CH:13][CH:14]=1 |f:2.3|. Procedure details: 3-methoxypropionyl chloride (66.8 mg, 0.545 mmol) in 1,2-Dimethoxyethane (DME) (400 μl) was added to a solution of 4-{[(3-chloro-2-methylphenyl)methyl]amino}-2-(4-morpholinyl)-1,3-thiazole-5-carboxamide (100 mg, 0.273 mmol) in 1,2-Dimethoxyethane (DME) (1000 μl). The mixture was stirred at room temperature overnight, then quenched with methanol and concentrated. To the residue was added methanol (1 mL) followed by 6N NaOH (1 equiv.). The mixture was stirred at room temperature for 3 h, neutraliz... Starting materials: [N+](=O)([O-])C1=CC(=NC=C1)NC(=O)C1CC1 (N-(4-Nitropyridin-2-yl)cyclopropanecarboxamide), OC=1C=C2C=C(C=NC2=CC1)C(=O)O (6-hydroxyquinoline-3-carboxylic acid), C([O-])([O-])=O.[Cs+].[Cs+] (cesium carbonate). Solvent: CN(C=O)C (N,N-dimethylformamide). Reaction conditions: temperature 150 celsius. The product is C1(CC1)C(=O)NC1=NC=CC(=C1)OC=1C=C2C=C(C=NC2=CC1)C(=O)O (6-(2-(cyclopropanecarboxamido)pyridin-4-yloxy)quinoline-3-carboxylic acid). RXN SMILES: [N+]([C:4]1[CH:9]=[CH:8][N:7]=[C:6]([NH:10][C:11]([CH:13]2[CH2:15][CH2:14]2)=[O:12])[CH:5]=1)([O-])=O.[OH:16][C:17]1[CH:18]=[C:19]2[C:24](=[CH:25][CH:26]=1)[N:23]=[CH:22][C:21]([C:27]([OH:29])=[O:28])=[CH:20]2.C(=O)([O-])[O-].[Cs+].[Cs+]>CN(C)C=O>[CH:13]1([C:11]([NH:10][C:6]2[CH:5]=[C:4]([O:16][C:17]3[CH:18]=[C:19]4[C:24](=[CH:25][CH:26]=3)[N:23]=[CH:22][C:21]([C:27]([OH:29])=[O:28])=[CH:20]4)[CH:9]=[CH:8][N:7]=2)=[O:12])[CH2:15][CH2:14]1 |f:2.3.4|. Reported procedure: N-(4-Nitropyridin-2-yl)cyclopropanecarboxamide (Int-23, 150 mg, 0.722 mmol), 6-hydroxyquinoline-3-carboxylic acid (Int-15, 150 mg, 0.794 mmol), and cesium carbonate (706 mg, 2.17 mmol) were weighed into a 2-5 mL microwave vial. N,N-dimethylformamide (3.5 mL) was added and the vial was capped. The reaction mixture was heated in the microwave for 3 h at 150° C. The vial was allowed to cool to room temperature and the cap was removed. The reaction mixture was diluted with water (5 mL) and stirred f... Reaction conditions: temperature 80 celsius, time 6 hour. Run in C(C)(=O)O (acetic acid). The product is CN(C)CC1=CC=C(O1)CCC1=CC2=C(N=C(O2)NCC)C=C1 (6-[2-(5-dimethylaminomethylfuran- 2-yl)ethyl]-2-ethylaminobenzoxazole). Reported procedure: A mixture of 2-(N-ethylformamido)-6-[2-(2-furyl)ethyl]benzoxazole (1.25 g), 36% formalin (1.83 ml) and dimethylamine hydrochloride (1.79 g) in acetic acid (8.3 ml) was stirred at 80° C. for 6 hours. The solvent was evaporated in vacuo, the residue was mixed with saturated aqueous sodium bicarbonate and extracted with ethyl acetate. The extract was washed with water, dried over magnesium sulfate and evaporated in vacuo. The residue was chromatographed on silica gel by eluting with chloroform-meth... The reactants are C(C)N(C=O)C=1OC2=C(N1)C=CC(=C2)CCC=2OC=CC2 (2-(N-ethylformamido)-6-[2-(2-furyl)ethyl]benzoxazole), C=O (formalin), Cl.CNC (dimethylamine hydrochloride). As a reaction SMILES: [CH2:1]([N:3]([C:6]1[O:7][C:8]2[CH:14]=[C:13]([CH2:15][CH2:16][C:17]3[O:18][CH:19]=[CH:20][CH:21]=3)[CH:12]=[CH:11][C:9]=2[N:10]=1)C=O)[CH3:2].[CH2:22]=O.Cl.[CH3:25][NH:26][CH3:27]>C(O)(=O)C>[CH3:25][N:26]([CH2:22][C:19]1[O:18][C:17]([CH2:16][CH2:15][C:13]2[CH:12]=[CH:11][C:9]3[N:10]=[C:6]([NH:3][CH2:1][CH3:2])[O:7][C:8]=3[CH:14]=2)=[CH:21][CH:20]=1)[CH3:27] |f:2.3|.